This data is from the Open Reaction Database (ORD), a public repository of structured organic reaction records. The task is: describe an organic reaction: reactants, conditions, products, and yield Starting materials: C, CC(=O)O, COc1ccc(C=O)c2c1CCC(=O)N2, CCO, [Pd]. Product: COc1ccc(C)c2c1CCC(=O)N2. Reaction SMILES: [C:20].[CH3:16][C:17](=[O:18])[OH:19].[CH3:1][O:2][c:3]1[c:4]2[c:9]([c:10]([CH:13]=[O:14])[cH:11][cH:12]1)[NH:8][C:7](=[O:15])[CH2:6][CH2:5]2.[CH3:22][CH2:23][OH:24].[Pd:21]>>[CH3:1][O:2][c:3]1[c:4]2[c:9]([c:10]([CH3:13])[cH:11][cH:12]1)[NH:8][C:7](=[O:15])[CH2:6][CH2:5]2.